describe an organic reaction: reactants, conditions, products, and yield From a dataset of the Open Reaction Database (ORD), a public repository of structured organic reaction records. Reactants: O=C1CCC(=O)N1Br, Cn1cc(-c2cc(O)c3ccnn3c2)cn1, CC#N, ClCCl. The product is Cn1cc(-c2cc(O)c3c(Br)cnn3c2)cn1. Reaction SMILES: [Br:17][N:18]1[C:19](=[O:20])[CH2:21][CH2:22][C:23]1=[O:24].[CH3:1][n:2]1[n:3][cH:4][c:5](-[c:7]2[cH:8][c:9]([OH:16])[c:10]3[n:11]([cH:12]2)[n:13][cH:14][cH:15]3)[cH:6]1.[CH3:25][C:26]#[N:27].[Cl:28][CH2:29][Cl:30]>>[CH3:1][n:2]1[n:3][cH:4][c:5](-[c:7]2[cH:8][c:9]([OH:16])[c:10]3[n:11]([cH:12]2)[n:13][cH:14][c:15]3[Br:17])[cH:6]1.